From a dataset of the Open Reaction Database (ORD), a public repository of structured organic reaction records. describe an organic reaction: reactants, conditions, products, and yield Reactants: [Cl-].[NH4+] (ammonium chloride), C1(CCCC1)C(C=1SC2=C(C1C)C=CC=C2)NC2=CC=C(C(=O)O)C=C2 (4-{[cyclopentyl(3-methyl-1-benzothiophen-2-yl)methyl]amino}benzoic acid), Cl.C(C)N=C=NCCCN(C)C (1-ethyl-3-(3-dimethylaminopropyl)carbodiimide hydrochloride), CNCCC(=O)OCC (ethyl 3-(methylamino)propanoate), O.ON1N=NC2=C1C=CC=C2 (1-hydroxybenzotriazole monohydrate). Solvent: C(C)N(CC)CC (triethylamine), CN(C=O)C (N,N-dimethylformamide). Reaction conditions: time 5 hour. Yields the product C1(CCCC1)C(C=1SC2=C(C1C)C=CC=C2)NC2=CC=C(C=C2)C(=O)N(CCC(=O)OCC)C (ethyl 3-{[(4-{[cyclopentyl(3-methyl-1-benzothiophen-2-yl)methyl]amino}phenyl)carbonyl](methyl)amino}propanoate). Yield: 58.0%. RXN SMILES: [CH:1]1([CH:6]([NH:17][C:18]2[CH:26]=[CH:25][C:21]([C:22](O)=[O:23])=[CH:20][CH:19]=2)[C:7]2[S:8][C:9]3[CH:16]=[CH:15][CH:14]=[CH:13][C:10]=3[C:11]=2[CH3:12])[CH2:5][CH2:4][CH2:3][CH2:2]1.[CH3:27][NH:28][CH2:29][CH2:30][C:31]([O:33][CH2:34][CH3:35])=[O:32].O.ON1C2C=CC=CC=2N=N1.Cl.C(N=C=NCCCN(C)C)C.[Cl-].[NH4+]>CN(C)C=O.C(N(CC)CC)C>[CH:1]1([CH:6]([NH:17][C:18]2[CH:26]=[CH:25][C:21]([C:22]([N:28]([CH3:27])[CH2:29][CH2:30][C:31]([O:33][CH2:34][CH3:35])=[O:32])=[O:23])=[CH:20][CH:19]=2)[C:7]2[S:8][C:9]3[CH:16]=[CH:15][CH:14]=[CH:13][C:10]=3[C:11]=2[CH3:12])[CH2:5][CH2:4][CH2:3][CH2:2]1 |f:2.3,4.5,6.7|. Procedure details: To a mixture of 4-{[cyclopentyl(3-methyl-1-benzothiophen-2-yl)methyl]amino}benzoic acid (300 mg) synthesized in Example A63(3), ethyl 3-(methylamino)propanoate (161 mg), 1-hydroxybenzotriazole monohydrate (188 mg), triethylamine (343 μL) and N,N-dimethylformamide (10 mL) was added 1-ethyl-3-(3-dimethylaminopropyl)carbodiimide hydrochloride (236 mg), and the mixture was stirred at room temperature for 5 hr. Saturated aqueous ammonium chloride solution was added to quench the reaction, and the rea... Reactants: [Mn](=O)(=O)(=O)[O-].[K+] (potassium permanganate), O (water), CC1=NC=NC(=C1)C (4,6-dimethylpyrimidine), O (water), [Mn](=O)(=O)(=O)[O-].[K+] (potassium permanganate). Product: CC1=CC(=NC=N1)C(=O)[O-].[K+] (potassium 6-methylpyrimidine-4-carboxylate). RXN SMILES: [CH3:1][C:2]1[CH:7]=[C:6]([CH3:8])[N:5]=[CH:4][N:3]=1.[Mn]([O-])(=O)(=O)=[O:10].[K+:14].[OH2:15]>>[CH3:8][C:6]1[N:5]=[CH:4][N:3]=[C:2]([C:1]([O-:10])=[O:15])[CH:7]=1.[K+:14] |f:1.2,4.5|. Procedure details: 1.77 g (16.37 mmol) of 4,6-dimethylpyrimidine was dissolved in 20 ml of water and stirred. 5.69 g (36.01 mmol) of potassium permanganate solution in 60 ml of water was added thereto and heated at temperature of 70° C. to 75° C. After the color of potassium permanganate disappeared, the mixture was filtered with celite and extracted with dichloromethane to collect the remaining starting material. The aqueous layer was removed under reduced pressure to obtain potassium 6-methylpyrimidine-4-carboxy... Reactants: ICI, COC(=O)c1cccc(-c2ccc(C)cn2)c1, CC(C)CCO[N+](=O)[O-]. Product: COC(=O)c1cc(I)cc(-c2ccc(C)cn2)c1. As a reaction SMILES: [CH2:18]([I:19])[I:20].[CH3:1][O:2][C:3]([c:4]1[cH:5][cH:6][cH:7][c:8](-[c:10]2[n:11][cH:12][c:13]([CH3:16])[cH:14][cH:15]2)[cH:9]1)=[O:17].[N+:21]([O-:22])([O:23][CH2:24][CH2:25][CH:26]([CH3:27])[CH3:28])=[O:29]>>[CH3:1][O:2][C:3]([c:4]1[cH:5][c:6]([I:19])[cH:7][c:8](-[c:10]2[n:11][cH:12][c:13]([CH3:16])[cH:14][cH:15]2)[cH:9]1)=[O:17]. Reactants: CCOCC, CNCc1cc2nc(Cl)nc(N3CCOCC3)c2s1, CC(C)(C)OC(=O)N1CCC(=O)CC1. The product is CN(Cc1cc2nc(Cl)nc(N3CCOCC3)c2s1)C1CCN(C(=O)OC(C)(C)C)CC1. Reaction SMILES: [CH2:34]([O:35][CH2:36][CH3:37])[CH3:38].[Cl:1][c:2]1[n:3][c:4]([N:14]2[CH2:15][CH2:16][O:17][CH2:18][CH2:19]2)[c:5]2[c:6]([n:7]1)[cH:8][c:9]([CH2:11][NH:12][CH3:13])[s:10]2.[O:20]=[C:21]1[CH2:22][CH2:23][N:24]([C:27](=[O:28])[O:29][C:30]([CH3:31])([CH3:32])[CH3:33])[CH2:25][CH2:26]1>>[Cl:1][c:2]1[n:3][c:4]([N:14]2[CH2:15][CH2:16][O:17][CH2:18][CH2:19]2)[c:5]2[c:6]([n:7]1)[cH:8][c:9]([CH2:11][N:12]([CH3:13])[CH:21]1[CH2:22][CH2:23][N:24]([C:27](=[O:28])[O:29][C:30]([CH3:31])([CH3:32])[CH3:33])[CH2:25][CH2:26]1)[s:10]2. Product: O=C1NC=2C(=NC=3C=CC(=CC3C2)OCCCC(=O)NC(CC)CC)N1 (4-[(2,3-Dihydro-2-oxo-1H-imidazo[4,5-b]quinolin-7-yl)oxy]-N-(1-ethylpropyl)butanamide). Procedure: This compound, m.p. 312°-314° C., was prepared from 4-[(2,3-dihydro-2-oxo-1H-imidazo[4,5-b]quinolin-7-yl)oxy]butyric acid and 1-ethylpropylamine. RXN SMILES: [O:1]=[C:2]1[NH:21][C:5]2=[N:6][C:7]3[CH:8]=[CH:9][C:10]([O:14][CH2:15][CH2:16][CH2:17][C:18]([OH:20])=O)=[CH:11][C:12]=3[CH:13]=[C:4]2[NH:3]1.[CH2:22]([CH:24]([NH2:27])[CH2:25][CH3:26])[CH3:23]>>[O:1]=[C:2]1[NH:21][C:5]2=[N:6][C:7]3[CH:8]=[CH:9][C:10]([O:14][CH2:15][CH2:16][CH2:17][C:18]([NH:27][CH:24]([CH2:25][CH3:26])[CH2:22][CH3:23])=[O:20])=[CH:11][C:12]=3[CH:13]=[C:4]2[NH:3]1. The reactants are O=C1NC=2C(=NC=3C=CC(=CC3C2)OCCCC(=O)O)N1 (4-[(2,3-dihydro-2-oxo-1H-imidazo[4,5-b]quinolin-7-yl)oxy]butyric acid), C(C)C(CC)N (1-ethylpropylamine).